Dataset: the Open Reaction Database (ORD), a public repository of structured organic reaction records. Task: describe an organic reaction: reactants, conditions, products, and yield The reactants are O (water), C([O-])([O-])=O.[Na+].[Na+] (sodium carbonate), ClCCO (2-chloroethanol), C(C1=CC=CC=C1)OC=1C2=C(C=3CNCC3C1)O[C@]13[C@](C2)([C@H](CC[C@H]1C([C@H](CC3)O)(C)C)C)C ((6aR,7S,9aS,11S,13aS)-5-benzyloxy-2,3,6,6a,7,8,9,9a,10,11,12,13-dodecahydro-11-hydroxy-6a,7,10,10-tetramethyl-1H-benzo[8,8a][l]benzopyrano[2,3-e]isoindole). Run in CN(C)C=O (DMF). Reaction conditions: temperature 50 celsius, time 3 hour. Yields the product C(C1=CC=CC=C1)OC=1C2=C(C=3CN(CC3C1)CCO)O[C@]13[C@](C2)([C@H](CC[C@H]1C([C@H](CC3)O)(C)C)C)C ((6aR,7S,9aS,11S,13aS)-5-benzyloxy-2,3,6,6a,7,8,9,9a,10,11,12,13-dodecahydro-11-hydroxy-2-(2-hydroxyethyl)-6a,7,10,10-tetramethyl-1H-benzo[8,8a][1]benzopyrano[2,3-e]isoindole). Isolated yield 56.8%. Reaction SMILES: C(=O)([O-])[O-].[Na+].[Na+].Cl[CH2:8][CH2:9][OH:10].[CH2:11]([O:18][C:19]1[C:20]2[CH2:31][C@:30]3([CH3:44])[C@@H:32]([CH3:43])[CH2:33][CH2:34][C@H:35]4[C:36]([CH3:42])([CH3:41])[C@@H:37]([OH:40])[CH2:38][CH2:39][C@@:29]34[O:28][C:21]=2[C:22]2[CH2:23][NH:24][CH2:25][C:26]=2[CH:27]=1)[C:12]1[CH:17]=[CH:16][CH:15]=[CH:14][CH:13]=1.O>CN(C=O)C>[CH2:11]([O:18][C:19]1[C:20]2[CH2:31][C@:30]3([CH3:44])[C@@H:32]([CH3:43])[CH2:33][CH2:34][C@H:35]4[C:36]([CH3:42])([CH3:41])[C@@H:37]([OH:40])[CH2:38][CH2:39][C@@:29]34[O:28][C:21]=2[C:22]2[CH2:23][N:24]([CH2:8][CH2:9][OH:10])[CH2:25][C:26]=2[CH:27]=1)[C:12]1[CH:13]=[CH:14][CH:15]=[CH:16][CH:17]=1 |f:0.1.2|. Procedure details: Under nitrogen, 35 mg (0.25 mmol) of sodium carbonate and 23 μl (0.33 mmol) of 2-chloroethanol were added to a solution of Compound (33a) (40 mg, 0.087 mmol) in dry DMF (0.5 ml). The mixture was stirred for 3 hours at 50° C. and then for 18 hours at 65° C. After cooling, water was added to the reaction, and extracted with ethyl acetate. The extract was washed with water, saturated brine, and dried over anhydrous sodium sulfate. After concentration under reduced pressure, the resulting residue wa... Starting materials: CC(=O)[O-], CC(=O)CC(C)=O, CC(=O)O, Cl, Nc1c(F)cccc1F, O=N[O-], [Na+], [Na+], O. The product is CC(=O)C(=NNc1c(F)cccc1F)C(C)=O. RXN SMILES: [CH3:15][C:16](=[O:17])[O-:18].[CH3:19][C:20](=[O:21])[CH2:22][C:23]([CH3:24])=[O:25].[CH3:26][C:27](=[O:28])[OH:29].[ClH:30].[F:1][c:2]1[c:3]([NH2:4])[c:5]([F:9])[cH:6][cH:7][cH:8]1.[N:10]([O-:11])=[O:12].[Na+:13].[Na+:14].[OH2:31]>>[F:1][c:2]1[c:3]([NH:4][N:10]=[C:22]([C:20]([CH3:19])=[O:21])[C:23]([CH3:24])=[O:25])[c:5]([F:9])[cH:6][cH:7][cH:8]1. Starting materials: Compound 1G, [Li+].C[Si](C)(C)[N-][Si](C)(C)C (LiHMDS). Solvent: C1CCOC1 (THF), C1CCOC1 (THF). Run at time 16 hour. Yields the product C[Si](C)(C)N[Si](C)(C)C (bis(trimethylsilyl)amine). Reaction SMILES: [Li+].[CH3:2][Si:3]([N-:6][Si:7]([CH3:10])([CH3:9])[CH3:8])([CH3:5])[CH3:4]>C1COCC1>[CH3:2][Si:3]([NH:6][Si:7]([CH3:10])([CH3:9])[CH3:8])([CH3:5])[CH3:4] |f:0.1|. Procedure details: Compound 1G (1.48 g, 3.53 mmol) in THF (15 mL) was cooled to −78° C. under nitrogen. A solution of 1 M LiHMDS solution in THF (3.6 mL, 3.6 mmol) was added slowly at −78° C. Upon completion of the addition, the reaction flask was allowed to warm to room temperature. After stirring at room temperature for 16 h, the reaction mixture was concentrated under vacuum and hexane (20 mL) was added. The precipitated lithium salts were filtered off through a Celite pad, rinsed with additional hexane and the...